This data is from the Open Reaction Database (ORD), a public repository of structured organic reaction records. The task is: describe an organic reaction: reactants, conditions, products, and yield Starting materials: CC(C)(C)OC(=O)C(Cl)Cl, O=Cc1ccc([N+](=O)[O-])cc1, C1CCOC1, O. Yields the product CC(C)(C)OC(=O)C1(Cl)OC1c1ccc([N+](=O)[O-])cc1. Reaction SMILES: [Cl:1][CH:2]([C:3](=[O:4])[O:5][C:6]([CH3:7])([CH3:8])[CH3:9])[Cl:10].[N+:11](=[O:12])([O-:13])[c:14]1[cH:15][cH:16][c:17]([CH:18]=[O:19])[cH:20][cH:21]1.[O:23]1[CH2:24][CH2:25][CH2:26][CH2:27]1.[OH2:22]>>[C:2]1([C:3](=[O:4])[O:5][C:6]([CH3:7])([CH3:8])[CH3:9])([Cl:10])[CH:18]([c:17]2[cH:16][cH:15][c:14]([N+:11](=[O:12])[O-:13])[cH:21][cH:20]2)[O:19]1. Starting materials: O (water), B(OC1=CC=C(C=C1)OCCOCCCC)([O-])[O-] (4-(2-butoxyethoxy)phenyl borate), C([O-])([O-])=O.[K+].[K+] (potassium carbonate), BrC=1C=CC2=C(C=C(CCN2CCOC)C(=O)OC(C)(C)C)C1 (tert-butyl 7-bromo-1-(2-methoxyethyl)-2,3-dihydro-1-benzazepine-4-carboxylate). Solvent: C1(=CC=CC=C1)C.C(C)O.O (toluene ethanol water). Conditions: time 30 minute. Product: C(CCC)OCCOC1=CC=C(C=C1)C=1C=CC2=C(C=C(CCN2CCOC)C(=O)OC(C)(C)C)C1 (tert-butyl 7-[4-(2-butoxyethoxy)phenyl]-1-(2-methoxyethyl)-2,3-dihydro-1-benzazepine-4-carboxylate). Isolated yield 60.0%. As a reaction SMILES: Br[C:2]1[CH:3]=[CH:4][C:5]2[N:11]([CH2:12][CH2:13][O:14][CH3:15])[CH2:10][CH2:9][C:8]([C:16]([O:18][C:19]([CH3:22])([CH3:21])[CH3:20])=[O:17])=[CH:7][C:6]=2[CH:23]=1.B([O-])([O-])O[C:26]1[CH:31]=[CH:30][C:29]([O:32][CH2:33][CH2:34][O:35][CH2:36][CH2:37][CH2:38][CH3:39])=[CH:28][CH:27]=1.C(=O)([O-])[O-].[K+].[K+].O>C1(C)C=CC=CC=1.C(O)C.O>[CH2:36]([O:35][CH2:34][CH2:33][O:32][C:29]1[CH:28]=[CH:27][C:26]([C:2]2[CH:3]=[CH:4][C:5]3[N:11]([CH2:12][CH2:13][O:14][CH3:15])[CH2:10][CH2:9][C:8]([C:16]([O:18][C:19]([CH3:22])([CH3:21])[CH3:20])=[O:17])=[CH:7][C:6]=3[CH:23]=2)=[CH:31][CH:30]=1)[CH2:37][CH2:38][CH3:39] |f:2.3.4,6.7.8|. Procedure: In toluene/ethanol/water (=10/1/1, 62.4 ml) was dissolved tert-butyl 7-bromo-1-(2-methoxyethyl)-2,3-dihydro-1-benzazepine-4-carboxylate (1.8 g). To the solution were added 4-(2-butoxyethoxy)phenyl borate (1.68 g) and potassium carbonate (1.55 g), and the mixture was stirred for 30 minutes under argon atmosphere. To the mixture was added tetrakistriphenylphosphinpalladium (0.22 g), and the mixture was heated to reflux for 16 hours. After cooled to room temperature, the reaction solution was added... Reactants: N[C@@H](CCCNC(N)=N)C(=O)O (Arg), N[C@@H](CCC(O)=O)C(=O)O (Glu), N[C@@H](CCCNC(N)=N)C(=O)O (Arg). The product is N[C@@H](CC(C)C)C(=O)O (Leu). RXN SMILES: [NH2:1][C@H:2]([C:10]([OH:12])=[O:11])[CH2:3][CH2:4][CH2:5]NC(=N)N.N[C@H:14](C(O)=O)CCC(=O)O>>[NH2:1][C@H:2]([C:10]([OH:12])=[O:11])[CH2:3][CH:4]([CH3:14])[CH3:5]. Procedure: Tyr 0.93 (1); Glu 1.22 (1); Arg 1.08 (1) Reactants: O (Water), [H-].[Na+] (sodium hydride), BrCCCCl (1-bromo-3-chloropropane), FC1=CC=C(C=C1)C1=C(NC2=NC=CN=C21)C2=CC=NC=C2 (7-(4-fluorophenyl)-6-(pyridin-4-yl)-5H-pyrrolo[2,3-b]pyrazine). The solvent is O1CCCC1 (tetrahydrofuran). Conditions: temperature 65 celsius. Product: ClCCCN1C2=C(N=CC1)NC(=C2C2=CC=C(C=C2)F)C2=CC=NC=C2 (1-(3-Chloropropyl)-7-(4-fluorophenyl)-6-(pyridin-4-yl)-5H-pyrrolo[2,3-b]pyrazine). Isolated yield 39.4%. RXN SMILES: [H-].[Na+].[F:3][C:4]1[CH:9]=[CH:8][C:7]([C:10]2[C:18]3[C:13](=[N:14][CH:15]=[CH:16][N:17]=3)[NH:12][C:11]=2[C:19]2[CH:24]=[CH:23][N:22]=[CH:21][CH:20]=2)=[CH:6][CH:5]=1.Br[CH2:26][CH2:27][CH2:28][Cl:29].O>O1CCCC1>[Cl:29][CH2:28][CH2:27][CH2:26][N:17]1[CH2:16][CH:15]=[N:14][C:13]2[NH:12][C:11]([C:19]3[CH:24]=[CH:23][N:22]=[CH:21][CH:20]=3)=[C:10]([C:7]3[CH:8]=[CH:9][C:4]([F:3])=[CH:5][CH:6]=3)[C:18]1=2 |f:0.1|. Reported procedure: To a suspension of sodium hydride (1.03 g, 25.8 mmol, 60% in mineral oil) in dry tetrahydrofuran (20 ml) was slowly added 7-(4-fluorophenyl)-6-(pyridin-4-yl)-5H-pyrrolo[2,3-b]pyrazine (0.75 g, 2.58 mmol) followed by 1-bromo-3-chloropropane (4.05 g, 25.8 mmol). The reaction mixture was heated at 65° C. for 72 h. Water was added slowly to quench the excess sodium hydride and the organics were removed in vacuo. Water was added to the residue and the aqueous layer was extracted with ethyl acetate. T...